The task is: describe an organic reaction: reactants, conditions, products, and yield. This data is from the Open Reaction Database (ORD), a public repository of structured organic reaction records. The reactants are [N+](=O)([O-])C(C1=CC=CC=C1)Br (Nitrobenzylbromide), [N+](=O)([O-])C1=C(C=O)C=CC=C1 (nitrobenzaldehyde), C1(C=2C(C(N1)=O)=CC=CC2)=O.[K] (potassium phthalimide). The product is [N+](=O)([O-])C=1C=C(CN2C(C=3C(C2=O)=CC=CC3)=O)C=CC1 (N-(m-nitrobenzyl)-phthalimide). RXN SMILES: [N+:1]([CH:4](Br)[C:5]1[CH:10]=[CH:9][CH:8]=[CH:7][CH:6]=1)([O-])=O.[N+:12](C1C=CC=CC=1C=O)([O-:14])=[O:13].[C:23]1(=[O:33])N[C:26](=[O:28])[C:25]2=[CH:29][CH:30]=[CH:31][CH:32]=[C:24]12.[K]>>[N+:12]([C:7]1[CH:6]=[C:5]([CH:10]=[CH:9][CH:8]=1)[CH2:4][N:1]1[C:26](=[O:28])[C:25]2=[CH:29][CH:30]=[CH:31][CH:32]=[C:24]2[C:23]1=[O:33])([O-:14])=[O:13] |f:2.3,^1:33|. Reported procedure: Nitrobenzylbromide is derived from nitrobenzaldehyde, which is then reacted with potassium phthalimide to obtain N-(m-nitrobenzyl)-phthalimide, and m-aminobenzylamine is produced with an yield of about 20% by a two-step reduction reaction (N. Kornblum et al, J. Am. Chem. Soc., 71, 2137 (1949)).